From a dataset of the Open Reaction Database (ORD), a public repository of structured organic reaction records. describe an organic reaction: reactants, conditions, products, and yield Starting materials: CCn1c(=O)c2[nH]c(C=Cc3cccc(Br)c3)nc2n(CC)c1=O, O=C([O-])[O-], CI, CN(C)C=O, [K+], [K+]. Yields the product CCn1c(=O)c2c(nc(C=Cc3cccc(Br)c3)n2C)n(CC)c1=O. As a reaction SMILES: [Br:1][c:2]1[cH:3][c:4]([CH:5]=[CH:6][c:7]2[n:8][c:9]3[n:10]([CH2:20][CH3:21])[c:11](=[O:19])[n:12]([CH2:17][CH3:18])[c:13](=[O:16])[c:14]3[nH:15]2)[cH:22][cH:23][cH:24]1.[C:25](=[O:26])([O-:27])[O-:28].[CH3:31][I:32].[CH3:33][N:34]([CH3:35])[CH:36]=[O:37].[K+:29].[K+:30]>>[Br:1][c:2]1[cH:3][c:4]([CH:5]=[CH:6][c:7]2[n:8][c:9]3[n:10]([CH2:20][CH3:21])[c:11](=[O:19])[n:12]([CH2:17][CH3:18])[c:13](=[O:16])[c:14]3[n:15]2[CH3:25])[cH:22][cH:23][cH:24]1. Reactants: C(C1=CC=CC=C1)N1CCN(CC1)C1=NC=C(C(=N1)CCl)C(=O)OCC (ethyl 2(4-benzylpiperazino)-4-chloromethylpyrimidine-5-carboxylate), C1(CCCCC1)N (cyclohexylamine), resultant mixture. Run in C(CC(C)C)O (isoamyl alcohol). The product is C(C1=CC=CC=C1)N1CCN(CC1)C=1N=CC2=C(N1)CN(C2=O)C2CCCCC2 (2-(4-Benzylpiperazino)-6-cyclohexyl-5-oxo-5,6-dihydro(7H)pyrrolo[3,4-d]pyrimidine). Isolated yield 63.1%. Reaction SMILES: [CH2:1]([N:8]1[CH2:13][CH2:12][N:11]([C:14]2[N:19]=[C:18]([CH2:20]Cl)[C:17]([C:22](OCC)=[O:23])=[CH:16][N:15]=2)[CH2:10][CH2:9]1)[C:2]1[CH:7]=[CH:6][CH:5]=[CH:4][CH:3]=1.[CH:27]1([NH2:33])[CH2:32][CH2:31][CH2:30][CH2:29][CH2:28]1>C(O)CC(C)C>[CH2:1]([N:8]1[CH2:13][CH2:12][N:11]([C:14]2[N:15]=[CH:16][C:17]3[C:22](=[O:23])[N:33]([CH:27]4[CH2:32][CH2:31][CH2:30][CH2:29][CH2:28]4)[CH2:20][C:18]=3[N:19]=2)[CH2:10][CH2:9]1)[C:2]1[CH:7]=[CH:6][CH:5]=[CH:4][CH:3]=1. Procedure: Dissolved in 40 ml of isoamyl alcohol was 2.0 g (5.34 mmol) of ethyl 2(4-benzylpiperazino)-4-chloromethylpyrimidine-5-carboxylate, followed by an addition of 10.5 g (107 mmol) of cyclohexylamine. The resultant mixture was refluxed for 6 hours. After completion of the reaction, the solvent was distilled off and the residue was washed with ether to obtain 1.32 g of the above-identified compound as crystals (yield: 63%). The reactants are FC(F)(F)c1ccc(-c2cnc(CBr)nc2)cc1, CCOC(=O)CCc1ccc(O)c2ccccc12. The product is CCOC(=O)CCc1ccc(OCc2ncc(-c3ccc(C(F)(F)F)cc3)cn2)c2ccccc12. Reaction SMILES: [Br:19][CH2:20][c:21]1[n:22][cH:23][c:24](-[c:27]2[cH:28][cH:29][c:30]([C:33]([F:34])([F:35])[F:36])[cH:31][cH:32]2)[cH:25][n:26]1.[CH2:1]([CH3:2])[O:3][C:4]([CH2:5][CH2:6][c:7]1[cH:8][cH:9][c:10]([OH:17])[c:11]2[cH:12][cH:13][cH:14][cH:15][c:16]12)=[O:18]>>[CH2:1]([CH3:2])[O:3][C:4]([CH2:5][CH2:6][c:7]1[cH:8][cH:9][c:10]([O:17][CH2:20][c:21]2[n:22][cH:23][c:24](-[c:27]3[cH:28][cH:29][c:30]([C:33]([F:34])([F:35])[F:36])[cH:31][cH:32]3)[cH:25][n:26]2)[c:11]2[cH:12][cH:13][cH:14][cH:15][c:16]12)=[O:18]. Starting materials: CCO, CCOC(=O)C(=NOC(C)(C)C1CCC(C)CC1)c1csc(N)n1, [Na+], [OH-], O. The product is CC1CCC(C(C)(C)ON=C(C(=O)O)c2csc(N)n2)CC1. Reaction SMILES: [CH3:27][CH2:28][OH:29].[NH2:1][c:2]1[s:3][cH:4][c:5]([C:7]([C:8](=[O:9])[O:10][CH2:11][CH3:12])=[N:13][O:14][C:15]([CH3:16])([CH3:17])[CH:18]2[CH2:19][CH2:20][CH:21]([CH3:24])[CH2:22][CH2:23]2)[n:6]1.[Na+:26].[OH-:25].[OH2:30]>>[NH2:1][c:2]1[s:3][cH:4][c:5]([C:7]([C:8](=[O:9])[OH:10])=[N:13][O:14][C:15]([CH3:16])([CH3:17])[CH:18]2[CH2:19][CH2:20][CH:21]([CH3:24])[CH2:22][CH2:23]2)[n:6]1. The reactants are resultant mixture, M-C9H8N, N1C=C(C2=CC=CC=C12)C=O (1H-Indole-3-carbaldehyde), N1C(=NC2=C1C=CC=C2)CN(CC2=CC=C(C=C2)CN)C2CCCC=1C=CC=NC21 (N′-(1H-benzimidazol-2-ylmethyl)-N′-(5,6,7,8-tetrahydro-8-quinolinyl)-1,4-benzenedimethanamine), [BH4-].[Na+] (NaBH4). Run in CO (MeOH). Product: N1C(=NC2=C1C=CC=C2)CN(C2CCCC=1C=CC=NC21)CC2=CC=C(C=C2)CNCC2=CNC1=CC=CC=C21 ((1H-benzimidazol-2-ylmethyl)-(4-{[(1H-indol-3-ylmethyl)-amino]-methyl}-benzyl)-(5,6,7,8-tetrahydro-quinolin-8-yl)-amine). RXN SMILES: [NH:1]1[C:9]2[C:4](=[CH:5][CH:6]=[CH:7][CH:8]=2)[C:3]([CH:10]=O)=[CH:2]1.[NH:12]1[C:16]2[CH:17]=[CH:18][CH:19]=[CH:20][C:15]=2[N:14]=[C:13]1[CH2:21][N:22]([CH:32]1[C:41]2[N:40]=[CH:39][CH:38]=[CH:37][C:36]=2[CH2:35][CH2:34][CH2:33]1)[CH2:23][C:24]1[CH:29]=[CH:28][C:27]([CH2:30][NH2:31])=[CH:26][CH:25]=1.[BH4-].[Na+]>CO>[NH:12]1[C:16]2[CH:17]=[CH:18][CH:19]=[CH:20][C:15]=2[N:14]=[C:13]1[CH2:21][N:22]([CH2:23][C:24]1[CH:29]=[CH:28][C:27]([CH2:30][NH:31][CH2:10][C:3]2[C:4]3[C:9](=[CH:8][CH:7]=[CH:6][CH:5]=3)[NH:1][CH:2]=2)=[CH:26][CH:25]=1)[CH:32]1[C:41]2[N:40]=[CH:39][CH:38]=[CH:37][C:36]=2[CH2:35][CH2:34][CH2:33]1 |f:2.3|. Procedure details: Using General Procedure B: 1H-Indole-3-carbaldehyde (73 mg, 0.50 mmol) and N′-(1H-benzimidazol-2-ylmethyl)-N′-(5,6,7,8-tetrahydro-8-quinolinyl)-1,4-benzenedimethanamine (200 mg, 0.50 mmol) were stirred at 40° C. in MeOH (5 mL) for 4 hours. NaBH4 (38 mg, 1.0 mmol) was added and the resultant mixture stirred at room temperature for an additional 15 minutes. Purification of the crude white foam by column chromatography on silica gel (200:1:1—EtOAc:MeOH:NH4OH) afforded AMD9673 (80 mg, 31%) as a whit...